From a dataset of the Open Reaction Database (ORD), a public repository of structured organic reaction records. describe an organic reaction: reactants, conditions, products, and yield The reactants are [OH-].[K+] (KOH), BrC=1C=NC=C(C1C=O)Br (3,5-dibromopyridine-4-carboxaldehyde), Cl.FC1=CC=C(C=C1)NN (4-fluorophenylhydrazine hydrochloride), CN1CCCC1=O (NMP), [OH-].[K+] (KOH). Run in O (water), O (Water). Reaction conditions: time 2 hour. The product is [OH-].[K+] (KOH), BrC1=C2C(=CN=C1)N(N=C2)C2=CC=C(C=C2)F (4-bromo-1-(4-fluorophenyl)-1H-pyrazolo[3,4-c]pyridine). As a reaction SMILES: Br[C:2]1[CH:3]=[N:4][CH:5]=[C:6]([Br:10])[C:7]=1[CH:8]=[O:9].Cl.[F:12][C:13]1[CH:18]=[CH:17][C:16]([NH:19][NH2:20])=[CH:15][CH:14]=1.CN1C(=O)CCC1.[OH-].[K+:29]>O>[OH-:9].[K+:29].[Br:10][C:6]1[CH:5]=[N:4][CH:3]=[C:2]2[N:19]([C:16]3[CH:17]=[CH:18][C:13]([F:12])=[CH:14][CH:15]=3)[N:20]=[CH:8][C:7]=12 |f:1.2,4.5,7.8|. Procedure details: To a 1 L flask was charged 3,5-dibromopyridine-4-carboxaldehyde (50.0 g, 188.7 mmol, 1.0 eq) and 4-fluorophenylhydrazine hydrochloride (31.0 g, 190.7 mmol, 1.01 eq). NMP (250 mL) was charged, and the resulting slurry was stirred at ambient temperature for 2 hours. A solution of aqueous KOH was prepared from 85% KOH pellets (27.4 g, 415.2 mmol, 2.2 eq) and water (27.4 mL), and this KOH solution was charged to the reaction mixture. The batch was heated to 80° C. and held at this temperature for 30... Starting materials: C(C)OCC (diethyl ether), N,N-dimethylformamidodimethylacetal, FC1=CC=C(N)C=C1 (p-fluoroaniline), ClC1=CC=C(C=C1)C=CC(CC(=O)OC)=O (methyl 5-(4-chlorophenyl)-3-oxo-4-pentenoate). Run in C1=CC=CC=C1 (benzene). Product: ClC1=CC=C(C=C1)C=CC(C(C(=O)OC)=CNC1=CC=C(C=C1)F)=O (methyl 5-(4-chlorophenyl)-2-(4-fluorophenylaminomethylene)-3-oxo-4-pentenoate). Reaction SMILES: [Cl:1][C:2]1[CH:7]=[CH:6][C:5]([CH:8]=[CH:9][C:10](=[O:16])[CH2:11][C:12]([O:14][CH3:15])=[O:13])=[CH:4][CH:3]=1.[F:17][C:18]1[CH:24]=[CH:23][C:21]([NH2:22])=[CH:20][CH:19]=1.[CH2:25](OCC)C>C1C=CC=CC=1>[Cl:1][C:2]1[CH:3]=[CH:4][C:5]([CH:8]=[CH:9][C:10](=[O:16])[C:11](=[CH:25][NH:22][C:21]2[CH:23]=[CH:24][C:18]([F:17])=[CH:19][CH:20]=2)[C:12]([O:14][CH3:15])=[O:13])=[CH:6][CH:7]=1. Procedure details: In 10 ml of benzene was dissolved 2.0 g of methyl 5-(4-chlorophenyl)-3-oxo-4-pentenoate, and to this solution was added 1.2 g of N,N-dimethylformamidodimethylacetal. The resulting mixture was subjected to reaction at 70° C. for 1.5 hours. The reaction mixture was cooled to room temperature, and 1.12 g of p-fluoroaniline was then added thereto, after which the resulting mixture was further subjected to reaction for 1.5 hours. After completion of the reaction, 10 ml of diethyl ether was added to t... Reactants: O (water), COC1=CC=CC=2C(=COC21)CC(=O)OC (Methyl (7-methoxy-benzofuran-3-yl)acetate), Cl (hydrochloric acid), [OH-].[Na+] (sodium hydroxide). Run in CO (methanol). Conditions: time 13.5 hour. Product: COC1=CC=CC=2C(=COC21)CC(=O)O ((7-methoxy-benzofuran-3-yl)acetic acid). Isolated yield 90.6%. As a reaction SMILES: [CH3:1][O:2][C:3]1[C:11]2[O:10][CH:9]=[C:8]([CH2:12][C:13]([O:15]C)=[O:14])[C:7]=2[CH:6]=[CH:5][CH:4]=1.[OH-].[Na+].Cl.O>CO>[CH3:1][O:2][C:3]1[C:11]2[O:10][CH:9]=[C:8]([CH2:12][C:13]([OH:15])=[O:14])[C:7]=2[CH:6]=[CH:5][CH:4]=1 |f:1.2|. Procedure: Methyl (7-methoxy-benzofuran-3-yl)acetate (1.12 g) was dissolved in methanol (20 ml). To this solution, 2N aqueous sodium hydroxide solution (5 ml) was added and the resulting solution was stirred at room temperature for 13.5 hours. To this solution, 1N hydrochloric acid (12 ml) was added and the reaction solution was poured into water layer (200 ml), followed by extraction twice with ethyl acetate (50 ml). The organic layers were combined and washed with saturated brine, followed by drying over... Starting materials: OC1C2(CC3CC(CC1C3)C2)C(=O)O (2-hydroxy-1-adamantanecarboxylic acid), CC(=O)C.OS(=O)(=O)O.O=[Cr](=O)=O (Jones Reagent). Procedure: To a solution of 100 ml of 2-hydroxyadamantane dissolved in 250 ml pyridine is added 137.9 g of trifluoroacetic anhydride dropwise, and the reaction mixture is stirred overnight. The reaction mixture is poured over ice then diluted to 1.0 liter with water and extracted three times with 500 ml of diethyl ether. The combined diethyl ether extracts are washed with 5% hydrochloric acid until the wash is acidic then washed once with 5% sodium bicarbonate solution and dried over magnesium sulfate. The... Solvent: CC(=O)C (acetone). As a reaction SMILES: [OH:1][CH:2]1[CH:9]2[CH2:10][CH:5]3[CH2:6][CH:7]([CH2:11][C:3]1([C:12]([OH:14])=[O:13])[CH2:4]3)[CH2:8]2.CC(C)=O.OS(O)(=O)=O.O=[Cr](=O)=O>CC(C)=O>[O:1]=[C:2]1[CH:9]2[CH2:10][CH:5]3[CH2:6][CH:7]([CH2:11][C:3]1([C:12]([OH:14])=[O:13])[CH2:4]3)[CH2:8]2 |f:1.2.3|. Yields the product O=C1C2(CC3CC(CC1C3)C2)C(=O)O (2-keto-1-adamantanecarboxylic acid).